This data is from the Open Reaction Database (ORD), a public repository of structured organic reaction records. The task is: describe an organic reaction: reactants, conditions, products, and yield Starting materials: COC1=CC=C(C=C1)N (p-anisidine), C=1CC=CC2=CCC=CC12 (2,6-dihydronaphthalene), S([O-])(O)=O.[Na+] (sodium bisulfite). The solvent is O (H2O). Product: COC1=CC=C(C=C1)NC=1C=C2C=CC(=CC2=CC1)O (6-[(4-Methoxyphenyl)amino]-2-naphthalenol). The yield is 29.5%. As a reaction SMILES: [CH3:1][O:2][C:3]1[CH:8]=[CH:7][C:6]([NH2:9])=[CH:5][CH:4]=1.[CH:10]1[CH2:11][CH:12]=[CH:13][C:14]2[C:19]=1[CH:18]=[CH:17][CH2:16][CH:15]=2.S(=O)(O)[O-:21].[Na+]>O>[CH3:1][O:2][C:3]1[CH:8]=[CH:7][C:6]([NH:9][C:12]2[CH:13]=[C:14]3[C:19](=[CH:10][CH:11]=2)[CH:18]=[C:17]([OH:21])[CH:16]=[CH:15]3)=[CH:5][CH:4]=1 |f:2.3|. Procedure details: A solution of 1.00 g (8.1 mmol, Aldrich) of p-anisidine, 5.20 g (32.5 mmol, 4 eq., Aldrich) of 2,6-dihydronaphthalene and 3.38 g (32.5 mmol, eq., Aldrich) of sodium bisulfite in 60 ml of H2O was refluxed for 12 hours. The reaction was cooled to room temperature, extracted with EtOAc, dried (MgSO4) and concentrated in vacuo. Initial purification was accomplished via flash chromatography (1:6, 1:4 EtOAc/petroleum ether) and then concentration of appropriate fractions. Ethyl acetate was added, this... The reactants are C(C1=CC=CC=C1)ONCC(C(=O)O)CCCCC (2-(benzyloxyaminomethyl)heptanoic acid), C(C)(=O)OC(C)=O (acetic anhydride). The solvent is C(=O)O (HCO2H), ClCCl (dichloromethane). Conditions: temperature 0 celsius, time 3 hour. Product: C(C1=CC=CC=C1)OC(=O)NCC(C(=O)O)CCCCC (2-[(Benzyloxyformylamino)methyl]heptanoic acid). The yield is 199.2%. RXN SMILES: C(O[NH:9][CH2:10][CH:11]([CH2:15][CH2:16][CH2:17][CH2:18][CH3:19])[C:12]([OH:14])=[O:13])C1C=CC=CC=1.[C:20]([O:23][C:24](=O)[CH3:25])(=[O:22])C>C(O)=O.ClCCl>[CH2:24]([O:23][C:20]([NH:9][CH2:10][CH:11]([CH2:15][CH2:16][CH2:17][CH2:18][CH3:19])[C:12]([OH:14])=[O:13])=[O:22])[C:25]1[CH:17]=[CH:16][CH:15]=[CH:11][CH:10]=1. Procedure details: To a cold solution of 2-(benzyloxyaminomethyl)heptanoic acid (1.57 g, 5.92 mmol) in HCO2H (29 mL) and dichloromethane (29 mL) was added acetic anhydride (5.9 mL, 62.75 mmol) at 0° C. The mixture was stirred at 0° C. for 3 hours. The volatiles were removed by evaporation under vacuum. Dichloromethane (50 mL) was added to the residue, and the solution was washed with brine, and dried over MgSO4. Filtration and evaporation under vacuum provided the title compound (1.73 g, 100%). 1H NMR (400 MHz, CH... Reactants: acid chloride, ice water, NC1=CC=C(C(=O)N2C[C@H]3N(S(C4=C2C=CC=C4)(=O)=O)CCC3)C=C1 ((11aS)-10-(4-aminobenzoyl)-1,2,3,10,11,11a-hexahydro-pyrrolo[1,2-b][1,2,5]benzothiadiazepin-5,5-dioxide), S(=O)(Cl)Cl (thionyl chloride), CN(C=O)C (N,N-dimethylformamide), C1(=CC=CC=C1)C1=C(C(=O)O)C=CC=C1 (2-phenyl benzoic acid). The solvent is ClCCl (dichloromethane), O1CCCC1 (tetrahydrofuran), ClCCl (dichloromethane), N1=CC=CC=C1 (pyridine), C(Cl)(Cl)Cl.CO (chloroform methanol). Run at time 3 hour. The product is C1(=CC=CC=C1)C1=C(C(=O)NC2=CC=C(C(=O)N3C[C@H]4N(S(C5=C3C=CC=C5)(=O)=O)CCC4)C=C2)C=CC=C1 ((11aS)10-[4-[(2-Phenylbenzoyl) Amino]Benzoyl]-1,2,3,10,11, 11a-Hexahydro-Pyrrolo[1,2-b][1,2,5]Benzothiadiazepin-5,5-Dioxide). Isolated yield 22.2%. RXN SMILES: [C:1]1([C:7]2[CH:15]=[CH:14][CH:13]=[CH:12][C:8]=2[C:9]([OH:11])=O)[CH:6]=[CH:5][CH:4]=[CH:3][CH:2]=1.S(Cl)(Cl)=O.CN(C)C=O.[NH2:25][C:26]1[CH:49]=[CH:48][C:29]([C:30]([N:32]2[C:38]3[CH:39]=[CH:40][CH:41]=[CH:42][C:37]=3[S:36](=[O:44])(=[O:43])[N:35]3[CH2:45][CH2:46][CH2:47][C@H:34]3[CH2:33]2)=[O:31])=[CH:28][CH:27]=1>O1CCCC1.ClCCl.C(Cl)(Cl)Cl.CO.N1C=CC=CC=1>[C:1]1([C:7]2[CH:15]=[CH:14][CH:13]=[CH:12][C:8]=2[C:9]([NH:25][C:26]2[CH:27]=[CH:28][C:29]([C:30]([N:32]3[C:38]4[CH:39]=[CH:40][CH:41]=[CH:42][C:37]=4[S:36](=[O:44])(=[O:43])[N:35]4[CH2:45][CH2:46][CH2:47][C@H:34]4[CH2:33]3)=[O:31])=[CH:48][CH:49]=2)=[O:11])[CH:2]=[CH:3][CH:4]=[CH:5][CH:6]=1 |f:6.7|. Reported procedure: To a solution of 2-phenyl benzoic acid (0.1 g) in tetrahydrofuran (2 ml), there was added, with ice-cooling, 0.075 g of thionyl chloride and a catalytic amount of N,N-dimethylformamide and the mixture was heated under reflux for 2 hours. After concentration of the reaction solution, the resulting acid chloride was dissolved in 3 ml of dichloromethane and the resulting solution was dropwise added to a solution of (11aS)-10-(4-aminobenzoyl)-1,2,3,10,11,11a-hexahydro-pyrrolo[1,2-b][1,2,5]benzothiad...